From a dataset of the Open Reaction Database (ORD), a public repository of structured organic reaction records. describe an organic reaction: reactants, conditions, products, and yield The reactants are Cc1ccc(N)cc1, CC(=O)[O-], CC(C)=O, [Cl-], O=N[O-], [Na+], [Na+], O=C1C=CC(=O)N1, O, O, O. The product is Cc1ccc(C2=CC(=O)NC2=O)cc1. RXN SMILES: [CH3:1][c:2]1[cH:3][cH:4][c:5]([NH2:6])[cH:7][cH:8]1.[CH3:21][C:22](=[O:23])[O-:24].[CH3:29][C:30](=[O:31])[CH3:32].[Cl-:27].[N:9]([O-:10])=[O:11].[Na+:12].[Na+:20].[O:13]=[C:14]1[NH:15][C:16](=[O:17])[CH:18]=[CH:19]1.[OH2:25].[OH2:26].[OH2:28]>>[CH3:1][c:2]1[cH:3][cH:4][c:5]([C:19]2=[CH:18][C:16](=[O:17])[NH:15][C:14]2=[O:13])[cH:7][cH:8]1. Starting materials: Clc1cc(CBr)ccc1OCc1ccccc1, CCOC(C)=O, [H-], [Na+], CN(C)C=O, N#Cc1ccc(Nn2cnnc2)cc1. The product is N#Cc1ccc(N(Cc2ccc(OCc3ccccc3)c(Cl)c2)n2cnnc2)cc1. As a reaction SMILES: [CH2:17]([c:18]1[cH:19][cH:20][cH:21][cH:22][cH:23]1)[O:24][c:25]1[c:26]([Cl:33])[cH:27][c:28]([CH2:31][Br:32])[cH:29][cH:30]1.[CH3:34][CH2:35][O:36][C:37](=[O:38])[CH3:39].[H-:1].[Na+:2].[O:40]=[CH:41][N:42]([CH3:43])[CH3:44].[n:3]1[n:4][cH:5][n:6]([NH:8][c:9]2[cH:10][cH:11][c:12]([C:13]#[N:14])[cH:15][cH:16]2)[cH:7]1>>[n:3]1[n:4][cH:5][n:6]([N:8]([c:9]2[cH:10][cH:11][c:12]([C:13]#[N:14])[cH:15][cH:16]2)[CH2:31][c:28]2[cH:27][c:26]([Cl:33])[c:25]([O:24][CH2:17][c:18]3[cH:19][cH:20][cH:21][cH:22][cH:23]3)[cH:30][cH:29]2)[cH:7]1. Starting materials: CNCCCOc1ccc(OCc2ccccc2)cc1, BrCCCOc1ccc(OCc2ccccc2)cc1, CNC. The product is CN(C)CCCOc1ccc(OCc2ccccc2)cc1. Reaction SMILES: [CH2:1]([c:2]1[cH:3][cH:4][cH:5][cH:6][cH:7]1)[O:8][c:9]1[cH:10][cH:11][c:12]([O:15][CH2:16][CH2:17][CH2:18][NH:19][CH3:20])[cH:13][cH:14]1.[CH2:21]([O:22][c:23]1[cH:24][cH:25][c:26]([O:27][CH2:28][CH2:29][CH2:30][Br:31])[cH:32][cH:33]1)[c:34]1[cH:35][cH:36][cH:37][cH:38][cH:39]1.[CH3:40][NH:41][CH3:42]>>[CH2:1]([c:2]1[cH:3][cH:4][cH:5][cH:6][cH:7]1)[O:8][c:9]1[cH:10][cH:11][c:12]([O:15][CH2:16][CH2:17][CH2:18][N:19]([CH3:20])[CH3:21])[cH:13][cH:14]1. The reactants are CN(C)S(=O)(=O)N1CCNCC1, CS(C)=O, CO, Cc1cc2nc(NC(=O)c3ccc(C(C)(C)O)cc3)cc(Cl)n2n1, CN(C)C=O. Product: Cc1cc2nc(NC(=O)c3ccc(C(C)(C)O)cc3)cc(N3CCN(S(=O)(=O)N(C)C)CC3)n2n1. RXN SMILES: [CH3:25][N:26]([S:27](=[O:28])(=[O:29])[N:30]1[CH2:31][CH2:32][NH:33][CH2:34][CH2:35]1)[CH3:36].[CH3:42][S:43]([CH3:44])=[O:45].[CH3:46][OH:47].[Cl:1][c:2]1[cH:3][c:4]([NH:12][C:13]([c:14]2[cH:15][cH:16][c:17]([C:20]([CH3:21])([CH3:22])[OH:23])[cH:18][cH:19]2)=[O:24])[n:5][c:6]2[n:7]1[n:8][c:9]([CH3:11])[cH:10]2.[O:37]=[CH:38][N:39]([CH3:40])[CH3:41]>>[c:2]1([N:33]2[CH2:32][CH2:31][N:30]([S:27]([N:26]([CH3:25])[CH3:36])(=[O:28])=[O:29])[CH2:35][CH2:34]2)[cH:3][c:4]([NH:12][C:13]([c:14]2[cH:15][cH:16][c:17]([C:20]([CH3:21])([CH3:22])[OH:23])[cH:18][cH:19]2)=[O:24])[n:5][c:6]2[n:7]1[n:8][c:9]([CH3:11])[cH:10]2. Starting materials: CC1=C(N=C(S1)C1=CC=C(C=C1)C(F)(F)F)CCO (2-[5-methyl-2-(4-trifluoromethyl-phenyl)-thiazol-4-yl]-ethanol), C1(=CC=CC=C1)P(C1=CC=CC=C1)C1=CC=CC=C1 (triphenylphosphine), N(=NC(=O)OCC)C(=O)OCC (DEAD), C(C)OC(C(CC1=CC(=C(C=C1)O)F)OCC)=O ([rac]-2-ethoxy-3-(3-fluoro-4-hydroxy-phenyl)-propionic acid ethyl ester). The solvent is O1CCCC1 (tetrahydrofuran). The product is C(C)OC(C(CC1=CC(=C(C=C1)OCCC=1N=C(SC1C)C1=CC=C(C=C1)C(F)(F)F)F)OCC)=O ([rac]-2-ethoxy-3-(3-fluoro-4-{2-[5-methyl-2-(4-trifluoromethyl-phenyl)-thiazol-4-yl]-ethoxy}-phenyl)-propionic acid ethyl ester). Reaction SMILES: [CH2:1]([O:3][C:4](=[O:18])[CH:5]([O:15][CH2:16][CH3:17])[CH2:6][C:7]1[CH:12]=[CH:11][C:10]([OH:13])=[C:9]([F:14])[CH:8]=1)[CH3:2].[CH3:19][C:20]1[S:24][C:23]([C:25]2[CH:30]=[CH:29][C:28]([C:31]([F:34])([F:33])[F:32])=[CH:27][CH:26]=2)=[N:22][C:21]=1[CH2:35][CH2:36]O.C1(P(C2C=CC=CC=2)C2C=CC=CC=2)C=CC=CC=1.N(C(OCC)=O)=NC(OCC)=O>O1CCCC1>[CH2:1]([O:3][C:4](=[O:18])[CH:5]([O:15][CH2:16][CH3:17])[CH2:6][C:7]1[CH:12]=[CH:11][C:10]([O:13][CH2:36][CH2:35][C:21]2[N:22]=[C:23]([C:25]3[CH:30]=[CH:29][C:28]([C:31]([F:34])([F:32])[F:33])=[CH:27][CH:26]=3)[S:24][C:20]=2[CH3:19])=[C:9]([F:14])[CH:8]=1)[CH3:2]. Procedure details: In analogy to the procedure described in example 1 d], [rac]-2-ethoxy-3-(3-fluoro-4-hydroxy-phenyl)-propionic acid ethyl ester (example 7 a]) was reacted with 2-[5-methyl-2-(4-trifluoromethyl-phenyl)-thiazol-4-yl]-ethanol [PCT Int. Appl. (2001), WO 01/00603 A1] in tetrahydrofuran in the presence of triphenylphosphine and DEAD (diethyl azodicarboxylate) to yield [rac]-2-ethoxy-3-(3-fluoro-4-{2-[5-methyl-2-(4-trifluoromethyl-phenyl)-thiazol-4-yl]-ethoxy}-phenyl)-propionic acid ethyl ester, which w... Reactants: C(C)(C)(C)C1=CC(=CC=2CC(OC21)CN)Cl ((±)-1-(7-tert-butyl-5-chloro-2,3-dihydro-1-benzofuran-2-yl)methanamine), Intermediate 12, C(C)(C)N(CC)C(C)C (diisopropylethylamine), ClC(=O)OCC1=CC=CC=C1 (benzyl chloroformate). Product: C(C1=CC=CC=C1)OC(NCC1OC2=C(C1)C=C(C=C2C(C)(C)C)Cl)=O ((±)-benzyl(7-tert-butyl-5-chloro-2,3-dihydro-1-benzofuran-2-yl)methylcarbamate). The yield is 95.6%. Reaction SMILES: [C:1]([C:5]1[C:13]2[O:12][CH:11]([CH2:14][NH2:15])[CH2:10][C:9]=2[CH:8]=[C:7]([Cl:16])[CH:6]=1)([CH3:4])([CH3:3])[CH3:2].C(N(C(C)C)CC)(C)C.Cl[C:27]([O:29][CH2:30][C:31]1[CH:36]=[CH:35][CH:34]=[CH:33][CH:32]=1)=[O:28]>>[CH2:30]([O:29][C:27](=[O:28])[NH:15][CH2:14][CH:11]1[CH2:10][C:9]2[CH:8]=[C:7]([Cl:16])[CH:6]=[C:5]([C:1]([CH3:4])([CH3:2])[CH3:3])[C:13]=2[O:12]1)[C:31]1[CH:36]=[CH:35][CH:34]=[CH:33][CH:32]=1. Reported procedure: Treatment of (±)-1-(7-tert-butyl-5-chloro-2,3-dihydro-1-benzofuran-2-yl)methanamine (1.80 g, 6.52 mmol) with diisopropylethylamine (2.11 g, 16.29 mmol) and benzyl chloroformate (1.28 g, 7.49 mmol) generally according to the procedure described for Intermediate 12 gave 2.33 g (95%) of (±)-benzyl(7-tert-butyl-5-chloro-2,3-dihydro-1-benzofuran-2-yl)methylcarbamate as a colorless oil. Anal. calcd. for C21H24ClNO3 C, 67.46; H, 6.47; N, 3.75. Found C, 67.27; H, 6.62; N, 3.66. Chiral HPLC separation of...